Dataset: the Open Reaction Database (ORD), a public repository of structured organic reaction records. Task: describe an organic reaction: reactants, conditions, products, and yield Starting materials: COC=1C=C2CCNC(C2=CC1OC)=CC(=O)OCC (ethyl (6,7-dimethoxy-3,4-dihydro-1(2H)-isoquinolinylidene)-ethanoate), N1CCCCC1 (piperidine), OC=1C=C(C=O)C=C(C1)O (3,5-dihydroxybenzaldehyde), [N+](=O)([O-])CC (nitroethane). Solvent: C(C)O.C(C)(C)O (ethanol isopropanol), C(C)(C)O (isopropanol). Run at temperature 80 celsius, time 8 hour. Yields the product OC=1C=C(C=C(C1)O)C=1C(=C2N(CCC3=CC(=C(C=C23)OC)OC)C1C)C(=O)OCC (Ethyl 2-(3,5-dihydroxyphenyl)-8,9-dimethoxy-3-methyl-5,6-dihydro-pyrrolo[2,1-a]-isoquinoline-1-carboxylate). Isolated yield 12.9%. Reaction SMILES: [CH3:1][O:2][C:3]1[CH:4]=[C:5]2[C:10](=[CH:11][C:12]=1[O:13][CH3:14])[C:9](=[CH:15][C:16]([O:18][CH2:19][CH3:20])=[O:17])[NH:8][CH2:7][CH2:6]2.[OH:21][C:22]1[CH:23]=[C:24]([CH:27]=[C:28]([OH:30])[CH:29]=1)[CH:25]=O.[N+]([CH2:34][CH3:35])([O-])=O.N1CCCCC1>C(O)C.C(O)(C)C.C(O)(C)C>[OH:21][C:22]1[CH:23]=[C:24]([C:25]2[C:15]([C:16]([O:18][CH2:19][CH3:20])=[O:17])=[C:9]3[C:10]4[C:5](=[CH:4][C:3]([O:2][CH3:1])=[C:12]([O:13][CH3:14])[CH:11]=4)[CH2:6][CH2:7][N:8]3[C:34]=2[CH3:35])[CH:27]=[C:28]([OH:30])[CH:29]=1 |f:4.5|. Procedure: A mixture of 500 mg (1.8 mmol) of ethyl (6,7-dimethoxy-3,4-dihydro-1(2H)-isoquinolinylidene)-ethanoate (Example III.1), 499 mg (3.61 mmol) of 3,5-dihydroxybenzaldehyde, 281 mg (3.61 mmol) of nitroethane and 61.4 mg (0.72 mmol) of piperidine in 10 mL of an ethanol/isopropanol 1:1 mixture was stirred at 80° C. overnight. 40 mL of isopropanol were added, the mixture was cooled to 0° C., and the resulting precipitate was filtered off. The solid was washed with ethanol and dried in vacuo to give the ...